Task: describe an organic reaction: reactants, conditions, products, and yield. Dataset: the Open Reaction Database (ORD), a public repository of structured organic reaction records Starting materials: C1(CCCC1)O (Cyclopentanol), [Na] (sodium), O1CCCC1 (tetrahydrofuran), ClC1=C(C(C(C1(F)F)(F)F)(F)F)Cl (1,2-dichlorohexafluorocyclopentene), ice water. Run in CCOCC (ether), CCOCC (ether). Conditions: time 20 minute. The product is C1(CCCC1)OC1=C(C(C(C1(F)F)(F)F)(F)F)Cl (2-chlorohexafluorocyclopentenyl cyclopentyl ether). The yield is 79.0%. Reaction SMILES: [CH:1]1([OH:6])[CH2:5][CH2:4][CH2:3][CH2:2]1.[Na].O1CCCC1.[Cl:13][C:14]1[C:18]([F:20])([F:19])[C:17]([F:22])([F:21])[C:16]([F:24])([F:23])[C:15]=1Cl>CCOCC>[CH:1]1([O:6][C:15]2[C:16]([F:24])([F:23])[C:17]([F:21])([F:22])[C:18]([F:19])([F:20])[C:14]=2[Cl:13])[CH2:5][CH2:4][CH2:3][CH2:2]1 |^1:6|. Reported procedure: Cyclopentanol (23 g, 0.27 mol) and sodium metal (5.6 g, 0.24 mol) were refluxed with 25 ml dry tetrahydrofuran (THF) overnight. The reaction mixture was diluted with 200 ml of dry ether and then added to 1,2-dichlorohexafluorocyclopentene (49 g, 0.2 mol) in 100 ml of dry ether at room temperature with stirring over 20 minutes. After the completion of the addition, the reaction mixture was heated to reflux for 2 hours. The reaction mixture was poured into ice water (150 ml) and the organic layer ...